From a dataset of the Open Reaction Database (ORD), a public repository of structured organic reaction records. describe an organic reaction: reactants, conditions, products, and yield Starting materials: C([O-])([O-])=O.[K+].[K+] (potassium carbonate), C(C)(=O)OCC (ethyl acetate), COC(C=O)OC (dimethoxyacetaldehyde), triethylphosphonoacetate, O (water). Solvent: O1CCCC1 (tetrahydrofuran). Product: COC(C=CC(=O)OCC)OC (Ethyl 4,4-dimethoxy-but-2-enoate). As a reaction SMILES: [CH3:1][O:2][CH:3]([O:6][CH3:7])[CH:4]=O.O.C(=O)([O-])[O-].[K+].[K+].[C:15]([O:18][CH2:19][CH3:20])(=[O:17])[CH3:16]>O1CCCC1>[CH3:7][O:6][CH:3]([O:2][CH3:1])[CH:4]=[CH:16][C:15]([O:18][CH2:19][CH3:20])=[O:17] |f:2.3.4|. Reported procedure: Dissolve dimethoxyacetaldehyde (97 g, 0.635 mol, 60% in water) and triethylphosphonoacetate (142 g, 0.633 mmol) in 7:1 tetrahydrofuran:water. Add potassium carbonate (100 g, 0.723 mole) and stir for 4 hours at room temperature. Pour the reaction into ethyl acetate (500 ml) and wash with saturated aqueous sodium bicarbonate and saturated aqueous sodium chloride. Concentrate under reduced pressure to provide the desired compound as a clear oil. Starting materials: C1COCCO1, CC(NS(=O)C(C)(C)C)c1ccc(C(F)(F)F)nc1, Cl, O=S(Cl)Cl. Product: CC(N)c1ccc(C(F)(F)F)nc1. RXN SMILES: [CH2:25]1[O:26][CH2:27][CH2:28][O:29][CH2:30]1.[CH3:1][C:2]([S:3](=[O:4])[NH:7][CH:8]([CH3:9])[c:10]1[cH:11][n:12][c:13]([C:16]([F:17])([F:18])[F:19])[cH:14][cH:15]1)([CH3:5])[CH3:6].[ClH:20].[S:21]([Cl:22])([Cl:23])=[O:24]>>[NH2:7][CH:8]([CH3:9])[c:10]1[cH:11][n:12][c:13]([C:16]([F:17])([F:18])[F:19])[cH:14][cH:15]1.